Dataset: the Open Reaction Database (ORD), a public repository of structured organic reaction records. Task: describe an organic reaction: reactants, conditions, products, and yield Reactants: C#CCCCC (hex-1-yne), C(CCC)[Li] (n-butyl lithium), CC(CF)(C(C(C)N1N=CN=C1)=O)C (2,2-dimethyl-1-fluoro-4-(1H-1,2,4-triazol-1-yl)-pentan-3-one). Solvent: C1CCOC1 (THF), C1CCOC1 (THF). Reaction conditions: time 15 minute. Product: CC(CF)(C(C#CCCCC)(O)C(C)N1N=CN=C1)C (2,2-dimethyl-1-fluoro-3-(1[1H-1,2,4-triazolyl]ethyl)non-4-yne-3-ol). Yield: 54.7%. As a reaction SMILES: [CH:1]#[C:2][CH2:3][CH2:4][CH2:5][CH3:6].C([Li])CCC.[CH3:12][C:13]([CH3:25])([C:16](=[O:24])[CH:17]([N:19]1[CH:23]=[N:22][CH:21]=[N:20]1)[CH3:18])[CH2:14][F:15]>C1COCC1>[CH3:25][C:13]([CH3:12])([C:16]([CH:17]([N:19]1[CH:23]=[N:22][CH:21]=[N:20]1)[CH3:18])([OH:24])[C:1]#[C:2][CH2:3][CH2:4][CH2:5][CH3:6])[CH2:14][F:15]. Procedure: To a stirred solution of hex-1-yne (1.23 g, 15 mmol) in dry THF (40 ml) was added n-butyl lithium (6 ml of 2.6M, 15 mmol) at -78° C. under a nitrogen atmosphere. After 15 minutes, a solution of 2,2-dimethyl-1-fluoro-4-(1H-1,2,4-triazol-1-yl)-pentan-3-one (2.5 g, 13 mmol) in dry THF (20 ml) was added dropwise. Upon complete addition the mixture was allowed to warm to room temperature and stirred for 18 hours. The reaction mixture was then poured onto ice and extracted with ether (2×250 ml). The e...